From a dataset of the Open Reaction Database (ORD), a public repository of structured organic reaction records. describe an organic reaction: reactants, conditions, products, and yield The reactants are ClCCCCCCOC=1C(=CC=C2C(=CC(NC12)=O)NC1=C(C=NC=C1Cl)Cl)OC (8-(6-chlorohexyloxy)-4-(3,5-dichloropyridin-4-ylamino)-7-methoxyquinolin-2(1H)-one), ClCCCCCCOC=1C(=CC=C2C(=CC(NC12)=O)NC1=C(C=NC=C1Cl)Cl)OC (8-(6-chlorohexyloxy)-4-(3,5-dichloropyridin-4-ylamino)-7-methoxyquinolin-2(1H)-one), CNCCO (2-(methylamino)ethanol). Yields the product ClC=1C=NC=C(C1NC1=CC(NC2=C(C(=CC=C12)OC)OCCCCCCN(C)CCO)=O)Cl (4-(3,5-Dichloropyridin-4-ylamino)-8-(6-((2-hydroxyethyl)(methyl)amino)hexyloxy)-7-methoxyquinolin-2(1H)-one). Reaction SMILES: Cl[CH2:2][CH2:3][CH2:4][CH2:5][CH2:6][CH2:7][O:8][C:9]1[C:10]([O:29][CH3:30])=[CH:11][CH:12]=[C:13]2[C:18]=1[NH:17][C:16](=[O:19])[CH:15]=[C:14]2[NH:20][C:21]1[C:26]([Cl:27])=[CH:25][N:24]=[CH:23][C:22]=1[Cl:28].[CH3:31][NH:32][CH2:33][CH2:34][OH:35]>>[Cl:28][C:22]1[CH:23]=[N:24][CH:25]=[C:26]([Cl:27])[C:21]=1[NH:20][C:14]1[C:13]2[C:18](=[C:9]([O:8][CH2:7][CH2:6][CH2:5][CH2:4][CH2:3][CH2:2][N:32]([CH2:33][CH2:34][OH:35])[CH3:31])[C:10]([O:29][CH3:30])=[CH:11][CH:12]=2)[NH:17][C:16](=[O:19])[CH:15]=1. Reported procedure: The title compound was prepared from 8-(6-chlorohexyloxy)-4-(3,5-dichloropyridin-4-ylamino)-7-methoxyquinolin-2(1H)-one (Intermediate 4) and 2-(methylamino)ethanol following the procedure outlined in Example 18, Step 2 (modifications: 40° C., 24 h). 1H NMR (400 MHz, DMSO-d6): δ 9.94 (s, 1H), 8.83 (s, 1H), 8.75 (s, 2H), 7.87 (d, 1H), 7.04 (d, 1H), 4.76 (s, 1H), 4.32 (br, 1H), 3.95 (t, 2H), 3.89 (s, 3H), 3.43 (m, 2H), 2.36 (t, 2H), 2.29 (t, 2H), 2.13 (s, 3H), 1.74 (m, 2H), 1.39 (m, 4H), 1.29 (m, 2... Starting materials: COC(C1=CC(=CC(=C1)OCCCOC)OC)=O (3-Methoxy-5-(3-methoxy-propoxy)-benzoic acid methyl ester), [H-].[H-].[H-].[H-].[Li+].[Al+3] (LAH), O (H2O). Solvent: C1CCOC1 (THF). Conditions: temperature 0 celsius, time 3 hour. Yields the product COC=1C=C(C=C(C1)OCCCOC)CO ([3-Methoxy-5-(3-methoxy-propoxy)-phenyl]-methanol). As a reaction SMILES: C[O:2][C:3](=O)[C:4]1[CH:9]=[C:8]([O:10][CH2:11][CH2:12][CH2:13][O:14][CH3:15])[CH:7]=[C:6]([O:16][CH3:17])[CH:5]=1.[H-].[H-].[H-].[H-].[Li+].[Al+3].O>C1COCC1>[CH3:17][O:16][C:6]1[CH:5]=[C:4]([CH2:3][OH:2])[CH:9]=[C:8]([O:10][CH2:11][CH2:12][CH2:13][O:14][CH3:15])[CH:7]=1 |f:1.2.3.4.5.6|. Reported procedure: A mixture of 3-Methoxy-5-(3-methoxy-propoxy)-benzoic acid methyl ester (5 g, 19.7 mmol) and LAH (528 mg, 20 mmol) in THF (110 mL) is stirred under N2 at 0° C. for 3 h. After adding H2O, the reaction mixture is extracted with EtOAc. The combined organic phases are washed with H2O, brine and dried (Na2SO4). Concentration under reduced pressure and silica gel flash chromatography give the title compound as colorless oil. MS: 227 [M+H]+; tR (HPLC, CombiScreen ODS-AM 50×4.6 mm; 5-100% CH3CN+0.1% TFA/... The reactants are NCCCSC=1OC=CN1 (2-(3-aminopropylthio)oxazole), CSC(N[N+](=O)[O-])=N (S-methyl-N-nitroisothiourea). The product is [N+](=O)([O-])NC(=N)NCCCSC=1OC=CN1 (N-nitro-N'-[3-(2-oxazolyl)thiopropyl]guanidine). Reaction SMILES: [NH2:1][CH2:2][CH2:3][CH2:4][S:5][C:6]1[O:7][CH:8]=[CH:9][N:10]=1.CS[C:13](=[NH:18])[NH:14][N+:15]([O-:17])=[O:16]>>[N+:15]([NH:14][C:13]([NH:1][CH2:2][CH2:3][CH2:4][S:5][C:6]1[O:7][CH:8]=[CH:9][N:10]=1)=[NH:18])([O-:17])=[O:16]. Procedure details: Reacting 2-(3-aminopropylthio)oxazole with S-methyl-N-nitroisothiourea by the procedure of Example 2(ii) gives N-nitro-N'-[3-(2-oxazolyl)thiopropyl]guanidine. Similarly, reaction of the same starting material with N,S-dimethyl-N'-nitroisothiourea by the procedure of Example 2(iii) gives N-methyl-N'-nitro-N"-[3-(2-oxazolyl)thiopropyl]guanidine. RXN SMILES: [C:1]([C:5]1[CH:10]=[CH:9][C:8]([S:11]([NH:14][C:15]2[CH:20]=[CH:19][C:18]([CH3:21])=[CH:17][CH:16]=2)(=[O:13])=[O:12])=[CH:7][CH:6]=1)([CH3:4])([CH3:3])[CH3:2].Br[CH2:23][C:24]([O:26]C(C)(C)C)=[O:25]>>[C:1]([C:5]1[CH:6]=[CH:7][C:8]([S:11]([N:14]([CH2:23][C:24]([OH:26])=[O:25])[C:15]2[CH:16]=[CH:17][C:18]([CH3:21])=[CH:19][CH:20]=2)(=[O:13])=[O:12])=[CH:9][CH:10]=1)([CH3:4])([CH3:3])[CH3:2]. Yields the product C(C)(C)(C)C1=CC=C(C=C1)S(=O)(=O)N(C1=CC=C(C=C1)C)CC(=O)O ([(4-tert-Butyl-benzenesulfonyl)-p-tolyl-amino]-acetic acid). Procedure: prepared by reaction of 4-tert-butyl-N-p-tolyl-benzenesulfonamide with tert-butyl bromoacetate Starting materials: C(C)(C)(C)C1=CC=C(C=C1)S(=O)(=O)NC1=CC=C(C=C1)C (4-tert-butyl-N-p-tolyl-benzenesulfonamide), BrCC(=O)OC(C)(C)C (tert-butyl bromoacetate).